describe an organic reaction: reactants, conditions, products, and yield From a dataset of the Open Reaction Database (ORD), a public repository of structured organic reaction records. Solvent: CN(C)C=O (DMF), CN(C)C=O (DMF). Procedure: A crude product (16.67 g) of 3-(5-allyloxy-4-bromo-2-fluorophenyl)-6-trifluoromethyl-2,4(1H,3H)-pyrimidinedione, methyl iodide (7.18 g) and potassium carbonate (7.03 g) were suspended in DMF (80 ml), and the mixture was stirred at room temperature for 8 hours. After the reaction, DMF was distilled off under reduced pressure, extracted with ethyl acetate, washed with water, and dried over anhydrous magnesium sulfate. Then, ethyl acetate was distilled off, and the resulting oily substance was puri... Product: C(C=C)OC=1C(=CC(=C(C1)N1C(N(C(=CC1=O)C(F)(F)F)C)=O)F)Br (3-(5-allyloxy-4-bromo-2-fluorophenyl)-1-methyl-6-trifluoromethyl-2,4(1H,3H)-pyrimidinedione). Conditions: time 8 hour. Reaction SMILES: [CH2:1]([O:4][C:5]1[C:6]([Br:24])=[CH:7][C:8]([F:23])=[C:9]([N:11]2[C:16](=[O:17])[CH:15]=[C:14]([C:18]([F:21])([F:20])[F:19])[NH:13][C:12]2=[O:22])[CH:10]=1)[CH:2]=[CH2:3].CI.[C:27](=O)([O-])[O-].[K+].[K+]>CN(C=O)C>[CH2:1]([O:4][C:5]1[C:6]([Br:24])=[CH:7][C:8]([F:23])=[C:9]([N:11]2[C:16](=[O:17])[CH:15]=[C:14]([C:18]([F:21])([F:19])[F:20])[N:13]([CH3:27])[C:12]2=[O:22])[CH:10]=1)[CH:2]=[CH2:3] |f:2.3.4|. Reactants: crude product, C([O-])([O-])=O.[K+].[K+] (potassium carbonate), C(C=C)OC=1C(=CC(=C(C1)N1C(NC(=CC1=O)C(F)(F)F)=O)F)Br (3-(5-allyloxy-4-bromo-2-fluorophenyl)-6-trifluoromethyl-2,4(1H,3H)-pyrimidinedione), CI (methyl iodide). Reactants: OCC(C1=CC=CC2=CC=CC=C12)=C1C(NC(S1)=O)=O (5-[2-hydroxy-1-(1-naphthalenyl)ethylidene]-2,4-thiazolidinedione), CC(=O)C.OS(=O)(=O)O.O=[Cr](=O)=O (Jones reagent), CC(C)O (2-propanol). The solvent is CC(=O)C (acetone). Product: O=CC(C1=CC=CC2=CC=CC=C12)=C1C(NC(S1)=O)=O (5-[2-Oxo-1-(1-naphthalenyl)ethylidene]-2,4-thiazolidinedione). Isolated yield 98.2%. Reaction SMILES: [OH:1][CH2:2][C:3](=[C:14]1[S:18][C:17](=[O:19])[NH:16][C:15]1=[O:20])[C:4]1[C:13]2[C:8](=[CH:9][CH:10]=[CH:11][CH:12]=2)[CH:7]=[CH:6][CH:5]=1.CC(C)=O.OS(O)(=O)=O.O=[Cr](=O)=O.CC(O)C>CC(C)=O>[O:1]=[CH:2][C:3](=[C:14]1[S:18][C:17](=[O:19])[NH:16][C:15]1=[O:20])[C:4]1[C:13]2[C:8](=[CH:9][CH:10]=[CH:11][CH:12]=2)[CH:7]=[CH:6][CH:5]=1 |f:1.2.3|. Procedure: To a solution of 5-[2-hydroxy-1-(1-naphthalenyl)ethylidene]-2,4-thiazolidinedione (10.13 g, 35.5 mmol) in acetone (250 mL) at 0° C. was added Jones reagent (8N, 10.26 mL, 82 mmol). After 30 min 2-propanol (10 mL) was added. The reaction mixture was filtered and concentrated in vacuo. The resulting oil was taken up in ether and washed with water (2×). The organic phase was dried over magnesium sulfate, filtered and concentrated to give a foam (9.88 g). Recrystallization (chloroform/ethyl acetate)... Starting materials: COc1ccc(-c2cc(CBr)c(=O)n(CC3CC3)n2)cc1F, CC(C)(C)OC(=O)CC(=O)OC(C)(C)C, CN(C)C=O, [H-], [Na+], O. Product: COc1ccc(-c2cc(CC(C(=O)OC(C)(C)C)C(=O)OC(C)(C)C)c(=O)n(CC3CC3)n2)cc1F. As a reaction SMILES: [Br:18][CH2:19][c:20]1[c:21](=[O:39])[n:22]([CH2:35][CH:36]2[CH2:37][CH2:38]2)[n:23][c:24](-[c:26]2[cH:27][c:28]([F:34])[c:29]([O:32][CH3:33])[cH:30][cH:31]2)[cH:25]1.[C:3]([CH2:4][C:5](=[O:6])[O:7][C:8]([CH3:9])([CH3:10])[CH3:11])(=[O:12])[O:13][C:14]([CH3:15])([CH3:16])[CH3:17].[CH3:41][N:42]([CH3:43])[CH:44]=[O:45].[H-:1].[Na+:2].[OH2:40]>>[C:3]([CH:4]([C:5](=[O:6])[O:7][C:8]([CH3:9])([CH3:10])[CH3:11])[CH2:19][c:20]1[c:21](=[O:39])[n:22]([CH2:35][CH:36]2[CH2:37][CH2:38]2)[n:23][c:24](-[c:26]2[cH:27][c:28]([F:34])[c:29]([O:32][CH3:33])[cH:30][cH:31]2)[cH:25]1)(=[O:12])[O:13][C:14]([CH3:15])([CH3:16])[CH3:17]. The reactants are N1=CC=C(C)C2=CC=CC=C12 (lepidine), Br.BrCCCN (3-bromopropylamine hydrobromide). Run in ClC1=C(C=CC=C1)Cl (1,2-dichlorobenzene), CO (methanol). Run at temperature 135 celsius. Product: [Br-].[NH3+]CCC[N+]1=CC=C(C2=CC=CC=C12)C.[Br-] (1-(3-ammoniopropyl)-4-methylquinolinium bromide). The yield is 18.4%. As a reaction SMILES: [N:1]1[C:11]2[C:6](=[CH:7][CH:8]=[CH:9][CH:10]=2)[C:4]([CH3:5])=[CH:3][CH:2]=1.[BrH:12].[Br:13][CH2:14][CH2:15][CH2:16][NH2:17]>ClC1C=CC=CC=1Cl.CO>[Br-:13].[NH3+:17][CH2:16][CH2:15][CH2:14][N+:1]1[C:11]2[C:6](=[CH:7][CH:8]=[CH:9][CH:10]=2)[C:4]([CH3:5])=[CH:3][CH:2]=1.[Br-:12] |f:1.2,5.6.7|. Reported procedure: A mixture of lepidine (3.0 g, 21 mmol) and 3-bromopropylamine hydrobromide (4.6 g, 21 mmol) in 1,2-dichlorobenzene (50 mL) was heated at 135° C. for 16 hours. The mixture was cooled and 1,2-dichlorobenzene was decanted. The residue thus obtained was suspended in methanol (25 mL) and refluxed for 10 min. It was cooled and separated solid was collected by centrifugation, washed with methanol (2×30 mL) and dried under high vacuum to yield Compound 2 as an light gray solid (1.4 g, 19%). This product... Reactants: N(CC(=O)O)C(=O)OCC1=CC=CC=C1 (Z-Gly-OH), N[C@@H](CC(OC(C)(C)C)=O)C(=O)OC (H-Asp(OtBu)-OMe). Run in CCCCCC (hexane). Product: N(CC(=O)N[C@@H](CC(OC(C)(C)C)=O)C(=O)OC)C(=O)OCC1=CC=CC=C1 (Z-Gly-Asp(OtBu)-OMe). Isolated yield 89.0%. Reaction SMILES: [NH:1]([C:6]([O:8][CH2:9][C:10]1[CH:15]=[CH:14][CH:13]=[CH:12][CH:11]=1)=[O:7])[CH2:2][C:3]([OH:5])=O.[NH2:16][C@H:17]([C:26]([O:28][CH3:29])=[O:27])[CH2:18][C:19](=[O:25])[O:20][C:21]([CH3:24])([CH3:23])[CH3:22]>CCCCCC>[NH:1]([C:6]([O:8][CH2:9][C:10]1[CH:15]=[CH:14][CH:13]=[CH:12][CH:11]=1)=[O:7])[CH2:2][C:3]([NH:16][C@H:17]([C:26]([O:28][CH3:29])=[O:27])[CH2:18][C:19](=[O:25])[O:20][C:21]([CH3:22])([CH3:23])[CH3:24])=[O:5]. Reported procedure: Analogously to Example 1 B)a), by coupling Z-Gly-OH and H-Asp(OtBu)-OMe there is obtained Z-Gly-Asp(OtBu)-OMe, m.p. 92°-95° C.(hexane), yield: 89% of theory. Starting materials: CC(C)C(=O)Nc1cccc(C2CCNCC2)c1, O=C(CCCCCCCl)c1ccccc1F, [I-], [K+], [K+], [Na+], O=C([O-])[O-]. Yields the product CC(C)C(=O)Nc1cccc(C2CCN(CCCCCCC(=O)c3ccccc3F)CC2)c1. Reaction SMILES: [CH3:25][CH:26]([C:27](=[O:28])[NH:29][c:30]1[cH:31][c:32]([CH:36]2[CH2:37][CH2:38][NH:39][CH2:40][CH2:41]2)[cH:33][cH:34][cH:35]1)[CH3:42].[Cl:9][CH2:10][CH2:11][CH2:12][CH2:13][CH2:14][CH2:15][C:16](=[O:17])[c:18]1[c:19]([F:24])[cH:20][cH:21][cH:22][cH:23]1.[I-:7].[K+:1].[K+:2].[Na+:8].[O-:3][C:4]([O-:5])=[O:6]>>[CH2:10]([CH2:11][CH2:12][CH2:13][CH2:14][CH2:15][C:16](=[O:17])[c:18]1[c:19]([F:24])[cH:20][cH:21][cH:22][cH:23]1)[N:39]1[CH2:38][CH2:37][CH:36]([c:32]2[cH:31][c:30]([NH:29][C:27]([CH:26]([CH3:25])[CH3:42])=[O:28])[cH:35][cH:34][cH:33]2)[CH2:41][CH2:40]1. The reactants are C(C)(C)(C)C1=CC(=C(C=C1)C=1N([C@@H]([C@@H](N1)C1=CC=C(C=C1)Cl)C1=CC=C(C=C1)Cl)C(=O)Cl)OC(C)C ((4S,5R)-2-(4-tert-butyl-2-isopropoxy-phenyl)-4,5-bis-(4-chloro-phenyl)-4,5-dihydro-imidazole-1-carbonyl chloride), CN(C(CN1CCNCC1)=O)C (N,N-dimethyl-2-piperazin-1-yl-acetamide). Product: Cl.C(C)(C)(C)C1=CC(=C(C=C1)C=1N([C@@H]([C@@H](N1)C1=CC=C(C=C1)Cl)C1=CC=C(C=C1)Cl)C(=O)N1CCN(CC1)CC(=O)N(C)C)OC(C)C (2-{4-[(4S,5R)-2-(4-tert-Butyl-2-isopropoxy-phenyl)-4,5-bis-(4-chloro-phenyl)-4,5-dihydro-imidazole-1-carbonyl]-piperazin-1-yl}-N,N-dimethyl-acetamide hydrochloride). RXN SMILES: [C:1]([C:5]1[CH:10]=[CH:9][C:8]([C:11]2[N:12]([C:30](Cl)=[O:31])[C@H:13]([C:23]3[CH:28]=[CH:27][C:26]([Cl:29])=[CH:25][CH:24]=3)[C@H:14]([C:16]3[CH:21]=[CH:20][C:19]([Cl:22])=[CH:18][CH:17]=3)[N:15]=2)=[C:7]([O:33][CH:34]([CH3:36])[CH3:35])[CH:6]=1)([CH3:4])([CH3:3])[CH3:2].[CH3:37][N:38]([CH3:48])[C:39](=[O:47])[CH2:40][N:41]1[CH2:46][CH2:45][NH:44][CH2:43][CH2:42]1>>[ClH:22].[C:1]([C:5]1[CH:10]=[CH:9][C:8]([C:11]2[N:12]([C:30]([N:44]3[CH2:43][CH2:42][N:41]([CH2:40][C:39]([N:38]([CH3:48])[CH3:37])=[O:47])[CH2:46][CH2:45]3)=[O:31])[C@H:13]([C:23]3[CH:24]=[CH:25][C:26]([Cl:29])=[CH:27][CH:28]=3)[C@H:14]([C:16]3[CH:17]=[CH:18][C:19]([Cl:22])=[CH:20][CH:21]=3)[N:15]=2)=[C:7]([O:33][CH:34]([CH3:36])[CH3:35])[CH:6]=1)([CH3:4])([CH3:2])[CH3:3] |f:2.3|. Reported procedure: 2-{4-[(4S,5R)-2-(4-tert-Butyl-2-isopropoxy-phenyl)-4,5-bis-(4-chloro-phenyl)-4,5-dihydro-imidazole-1-carbonyl]-piperazin-1-yl}-N,N-dimethyl-acetamide hydrochloride was prepared from (4S,5R)-2-(4-tert-butyl-2-isopropoxy-phenyl)-4,5-bis-(4-chloro-phenyl)-4,5-dihydro-imidazole-1-carbonyl chloride (example 12i) and N,N-dimethyl-2-piperazin-1-yl-acetamide (Oakwood Products) in an analogous manner as described in example 25. LR-MS: 678.5 [(M+H)+] Reactants: C1COCCO1, COC(=O)c1cccc(C=Cc2ccc(OCc3c(C(C)C)cnn3-c3ccccc3C(F)(F)F)cc2C)c1, [Li+], [OH-], O. Product: Cc1cc(OCc2c(C(C)C)cnn2-c2ccccc2C(F)(F)F)ccc1C=Cc1cccc(C(=O)O)c1. RXN SMILES: [CH2:43]1[O:44][CH2:45][CH2:46][O:47][CH2:48]1.[CH3:1][O:2][C:3]([c:4]1[cH:5][c:6]([CH:10]=[CH:11][c:12]2[c:13]([CH3:38])[cH:14][c:15]([O:18][CH2:19][c:20]3[n:21](-[c:28]4[c:29]([C:34]([F:35])([F:36])[F:37])[cH:30][cH:31][cH:32][cH:33]4)[n:22][cH:23][c:24]3[CH:25]([CH3:26])[CH3:27])[cH:16][cH:17]2)[cH:7][cH:8][cH:9]1)=[O:39].[Li+:41].[OH-:40].[OH2:42]>>[O:2]=[C:3]([c:4]1[cH:5][c:6]([CH:10]=[CH:11][c:12]2[c:13]([CH3:38])[cH:14][c:15]([O:18][CH2:19][c:20]3[n:21](-[c:28]4[c:29]([C:34]([F:35])([F:36])[F:37])[cH:30][cH:31][cH:32][cH:33]4)[n:22][cH:23][c:24]3[CH:25]([CH3:26])[CH3:27])[cH:16][cH:17]2)[cH:7][cH:8][cH:9]1)[OH:39]. Reactants: CC(C)([O-])C.[K+] (potassium tert-butoxide), C1(=CC=C(C=C1)C=O)C1=CC=CC=C1 (4-biphenylcarbaldehyde). The reagents and catalysts are [Br-].C[P+](C1=CC=CC=C1)(C1=CC=CC=C1)C1=CC=CC=C1 (methyltriphenylphosphonium bromide). Run in C1CCOC1 (THF), C1CCOC1 (THF). Conditions: time 10 minute. The product is C(=C)C1=C(C=CC=C1)C1=CC=CC=C1 (vinylbiphenyl). As a reaction SMILES: [CH3:1][C:2](C)([O-])C.[K+].[C:7]1([C:15]2[CH:20]=[CH:19][CH:18]=[CH:17][CH:16]=2)[CH:12]=[CH:11][C:10](C=O)=[CH:9][CH:8]=1>[Br-].C[P+](C1C=CC=CC=1)(C1C=CC=CC=1)C1C=CC=CC=1.C1COCC1>[CH:1]([C:20]1[CH:19]=[CH:18][CH:17]=[CH:16][C:15]=1[C:7]1[CH:8]=[CH:9][CH:10]=[CH:11][CH:12]=1)=[CH2:2] |f:0.1,3.4|. Procedure details: To a suspension of methyltriphenylphosphonium bromide (5.10 g, 14.27 mmol) in THF (26 mL) was slowly added potassium tert-butoxide (1M solution in THF, 14.27 mL) over ˜20 min at 0° C. The reaction mixture was allowed to warm up to room temperature and stirred for 10 min. The mixture was cooled to 0° C. and a solution of 4-biphenylcarbaldehyde (2.0 g, 10.98 mmol) in THF (9 mL) was added over 20 min. The reaction mixture was allowed to warm up to room temperature and stirred for ˜19 hour. The mixt... Reactants: CC=1N(C(=CC1)C)CCCO (2.5-dimethyl-1-(3-hydroxypropyl)pyrrole), [H-].[Na+] (sodium hydride), ClC1=NC=CC(=C1)C(=O)N1CCCCC1 (2-chloro-4-piperidino carbonylpyridine). The solvent is COCCOC (1,2-dimethoxyethane). Product: CC=1N(C(=CC1)C)CCCOC1=NC=CC(=C1)C(=O)N1CCCCC1 (2-[3-(2,5-dimethylpyrrol-1-yl)propoxy]-4-piperidinocarbonylpyridine). Isolated yield 102.5%. RXN SMILES: [CH3:1][C:2]1[N:3]([CH2:8][CH2:9][CH2:10][OH:11])[C:4]([CH3:7])=[CH:5][CH:6]=1.[H-].[Na+].Cl[C:15]1[CH:20]=[C:19]([C:21]([N:23]2[CH2:28][CH2:27][CH2:26][CH2:25][CH2:24]2)=[O:22])[CH:18]=[CH:17][N:16]=1>COCCOC>[CH3:1][C:2]1[N:3]([CH2:8][CH2:9][CH2:10][O:11][C:17]2[CH:18]=[C:19]([C:21]([N:23]3[CH2:28][CH2:27][CH2:26][CH2:25][CH2:24]3)=[O:22])[CH:20]=[CH:15][N:16]=2)[C:4]([CH3:7])=[CH:5][CH:6]=1 |f:1.2|. Procedure details: To a suspension of 0.047 mol of 2.5-dimethyl-1-(3-hydroxypropyl)pyrrole and 0.059 mol of 80% sodium hydride in 150 ml of 1,2-dimethoxyethane, previously heated at reflux for 15 minutes and cooled, is added 0.044 mol of 2-chloro-4-piperidino carbonylpyridine, then the reaction mixture is heated two hours with reflux and evaporated to dryness. The residue is taken up with water and extracted with ethyl acetate. The organic phase is separated and evaporated to dryness. Thus, 15.4 g of an oily produ...